This data is from the Open Reaction Database (ORD), a public repository of structured organic reaction records. The task is: describe an organic reaction: reactants, conditions, products, and yield Conditions: temperature 95 celsius. Product: ClC1=C(CC2=NC(=C(C3=C2N=CN3)C(=O)N)NC3=CC(=C(C=C3)N3CCNCC3)C)C(=CC=C1)Cl (4-(2,6-dichlorobenzyl)-6-(3-methyl-4-(piperazin-1-yl)phenylamino)-1H-imidazo[4,5-c]pyridine-7-carboxamide). Run in O (water), S(O)(O)(=O)=O (sulfuric acid), O (water). Reactants: C([O-])(O)=O.[Na+] (sodium bicarbonate), C(#N)C=1C2=C(C(=NC1NC1=CC(=C(C=C1)N1CCN(CC1)C(=O)OC(C)(C)C)C)CC1=C(C=CC=C1Cl)Cl)N=CN2COCC[Si](C)(C)C (tert-butyl 4-(4-(7-cyano-4-(2,6-dichlorobenzyl)-1-((2-(trimethylsilyl)ethoxy)methyl)-1H-imidazo[4,5-c]pyridin-6-ylamino)-2-methylphenyl)piperazine-1-carboxylate). Reaction SMILES: [C:1]([C:3]1[C:4]2[N:41](COCC[Si](C)(C)C)[CH:40]=[N:39][C:5]=2[C:6]([CH2:30][C:31]2[C:36]([Cl:37])=[CH:35][CH:34]=[CH:33][C:32]=2[Cl:38])=[N:7][C:8]=1[NH:9][C:10]1[CH:15]=[CH:14][C:13]([N:16]2[CH2:21][CH2:20][N:19](C(OC(C)(C)C)=O)[CH2:18][CH2:17]2)=[C:12]([CH3:29])[CH:11]=1)#[N:2].C(=O)(O)[O-:51].[Na+]>S(=O)(=O)(O)O.O>[Cl:37][C:36]1[CH:35]=[CH:34][CH:33]=[C:32]([Cl:38])[C:31]=1[CH2:30][C:6]1[C:5]2[N:39]=[CH:40][NH:41][C:4]=2[C:3]([C:1]([NH2:2])=[O:51])=[C:8]([NH:9][C:10]2[CH:15]=[CH:14][C:13]([N:16]3[CH2:17][CH2:18][NH:19][CH2:20][CH2:21]3)=[C:12]([CH3:29])[CH:11]=2)[N:7]=1 |f:1.2|. Procedure: To a solution of the product of Example 29A (120 mg, 0.17 mmol) in concentrated sulfuric acid (5 mL) was added water (1 mL) at 0° C. and the mixture was heated at 95° C. for 20 minutes. After cooling to ambient temperature, the mixture was diluted with water (3 mL), and the pH was adjusted to pH 8-9 with saturated sodium bicarbonate solution. The mixture was extracted with dichloromethane (3×20 mL). The combined organic phase was concentrated and the residue was purified via preparative HPLC usi... Starting materials: NC=1C(=C(OCC(=O)OC(C)C)C=CC1F)F (isopropyl 2-(3-amino-2,4-difluoro-phenoxy)acetate), BrC1=CC(=CC(=C1)C)CBr (1-bromo-3-(bromomethyl)-5-methyl-benzene), C(=O)([O-])[O-].[K+].[K+] (K2CO3). Run in O (water), CS(=O)C (DMSO). Reaction conditions: temperature 100 celsius. The product is BrC=1C=C(C=C(C1)C)CNC=1C(=C(OCC(=O)OC(C)C)C=CC1F)F (Isopropyl 2-[3-[(3-bromo-5-methyl-phenyl)methylamino]-2,4-difluoro-phenoxy]acetate). Isolated yield 31.4%. RXN SMILES: [NH2:1][C:2]1[C:3]([F:17])=[C:4]([CH:13]=[CH:14][C:15]=1[F:16])[O:5][CH2:6][C:7]([O:9][CH:10]([CH3:12])[CH3:11])=[O:8].[Br:18][C:19]1[CH:24]=[C:23]([CH3:25])[CH:22]=[C:21]([CH2:26]Br)[CH:20]=1.C([O-])([O-])=O.[K+].[K+]>CS(C)=O.O>[Br:18][C:19]1[CH:20]=[C:21]([CH2:26][NH:1][C:2]2[C:3]([F:17])=[C:4]([CH:13]=[CH:14][C:15]=2[F:16])[O:5][CH2:6][C:7]([O:9][CH:10]([CH3:12])[CH3:11])=[O:8])[CH:22]=[C:23]([CH3:25])[CH:24]=1 |f:2.3.4|. Reported procedure: To a solution of isopropyl 2-(3-amino-2,4-difluoro-phenoxy)acetate (intermediate IV(b)) (350 mg, 1.43 mmol, 1.0 eq) and 1-bromo-3-(bromomethyl)-5-methyl-benzene (528 mg, 1.99 mmol, 1.4 eq) in DMSO (15 mL) was added K2CO3 (593 mg, 4.29 mmol, 3.0 eq). The reaction was heated at 100° C. for 1 h in a microwave reactor, then diluted with water and extracted with EtOAc. The combined organic extracts were washed with brine, dried (Na2SO4), filtered and evaporated in vacuo. The residue was purified by c... The reactants are C(C)C1C(C2=C(C(=C(C=C2C1)O)Cl)Cl)=O (2-ethyl-5-hydroxy-6,7-dichloroindanone), C([O-])([O-])=O.[K+].[K+] (potassium carbonate), ClCC#N (chloroacetonitrile), [I-].[K+] (potassium iodide). Solvent: CC(=O)C (acetone). Yields the product O=C1C(CC2=CC(=C(C(=C12)Cl)Cl)OCC#N)CC ((1-Oxo-2-ethyl-6,7-dichloro-5-indanyloxy)-acetonitrile). Reaction SMILES: [CH2:1]([CH:3]1[CH2:11][C:10]2[C:5](=[C:6]([Cl:14])[C:7]([Cl:13])=[C:8]([OH:12])[CH:9]=2)[C:4]1=[O:15])[CH3:2].C(=O)([O-])[O-].[K+].[K+].Cl[CH2:23][C:24]#[N:25].[I-].[K+]>CC(C)=O>[O:15]=[C:4]1[C:5]2[C:10](=[CH:9][C:8]([O:12][CH2:23][C:24]#[N:25])=[C:7]([Cl:13])[C:6]=2[Cl:14])[CH2:11][CH:3]1[CH2:1][CH3:2] |f:1.2.3,5.6|. Reported procedure: A mixture of 2-ethyl-5-hydroxy-6,7-dichloroindanone (24.5 g., 0.1 mole), anhydrous potassium carbonate (13.8 g., 0.10 mole), chloroacetonitrile (7.55 g., 0.10 mole) and potassium iodide (1.66 g.) in acetone (0.5 l.) is refluxed for 18 hours. The product which precipitates upon addition of water to the reaction mixture (20 g., 71%) melts at 139°-141° C. after recrystallization from butyl chloride. Reactants: ClC=1N=CC2=CC=CC=C2C1 (3-chloroisoquinoline), CN1CCNCC1 (N-methylpiperazine). Yields the product CN1CCN(CC1)C=1N=CC2=CC=CC=C2C1 (3-(4-methylpiperazin-1-yl)-isoquinoline). RXN SMILES: Cl[C:2]1[N:3]=[CH:4][C:5]2[C:10]([CH:11]=1)=[CH:9][CH:8]=[CH:7][CH:6]=2.[CH3:12][N:13]1[CH2:18][CH2:17][NH:16][CH2:15][CH2:14]1>>[CH3:12][N:13]1[CH2:18][CH2:17][N:16]([C:2]2[N:3]=[CH:4][C:5]3[C:10]([CH:11]=2)=[CH:9][CH:8]=[CH:7][CH:6]=3)[CH2:15][CH2:14]1. Reported procedure: 6.5 g of 3-chloroisoquinoline in 30 ml of N-methylpiperazine are boiled under reflux for 48 hours. The reaction mixture is cooled and partitioned between water and toluene, the toluene phase is washed thoroughly with water and, after drying, the solvent is removed in vacuo. The residue is recrystallized from diisopropyl ether, giving 3.8 g of 3-(4-methylpiperazin-1-yl)-isoquinoline, melting point 93°-94° C.; the dihydrochloride decomposes at 255°-257° C.